describe an organic reaction: reactants, conditions, products, and yield From a dataset of the Open Reaction Database (ORD), a public repository of structured organic reaction records. Starting materials: O (water), C([O-])([O-])=O.[K+].[K+] (potassium carbonate), C(C)(C)N (isopropylamine), FC1=C(C=C(C=C1)C=1OC2=C(N1)C=CC=C2)[N+](=O)[O-] (2-(4-fluoro-3-nitrophenyl)benzoxazole). The solvent is C(C)O (ethanol). Yields the product C(C)(C)NC1=C(C=C(C=C1)C=1OC2=C(N1)C=CC=C2)[N+](=O)[O-] (2-(4-isoproylamino-3-nitrophenyl)benzoxazole). Yield: 98.6%. Reaction SMILES: F[C:2]1[CH:7]=[CH:6][C:5]([C:8]2[O:9][C:10]3[CH:16]=[CH:15][CH:14]=[CH:13][C:11]=3[N:12]=2)=[CH:4][C:3]=1[N+:17]([O-:19])=[O:18].C(=O)([O-])[O-].[K+].[K+].[CH:26]([NH2:29])([CH3:28])[CH3:27].O>C(O)C>[CH:26]([NH:29][C:2]1[CH:7]=[CH:6][C:5]([C:8]2[O:9][C:10]3[CH:16]=[CH:15][CH:14]=[CH:13][C:11]=3[N:12]=2)=[CH:4][C:3]=1[N+:17]([O-:19])=[O:18])([CH3:28])[CH3:27] |f:1.2.3|. Reported procedure: To a suspension of 2-(4-fluoro-3-nitrophenyl)benzoxazole (see Working Example 15-2) (200 mg, 0.774 mmol) in ethanol (5 mL) was added potassium carbonate (214 mg, 1.55 mmol) and isopropylamine (137 mg, 2.32 mmol), and this was heated to reflux for 4 hours. After the reaction was complete, this was cooled to room temperature, water was added, and after the precipitated crystals were filtered and washed with water, they were dried to yield the title compound (227 mg, 99% yield). The reactants are O=C([O-])[O-], COc1ccc(C(=Cc2ccc(OC)c(OC)c2)C(=O)O)cc1, CI, [K+], [K+], CN(C)C=O. The product is COC(=O)C(=Cc1ccc(OC)c(OC)c1)c1ccc(OC)cc1. As a reaction SMILES: [C:24](=[O:25])([O-:26])[O-:27].[CH3:1][O:2][c:3]1[cH:4][c:5]([CH:11]=[C:12]([C:13](=[O:14])[OH:15])[c:16]2[cH:17][cH:18][c:19]([O:22][CH3:23])[cH:20][cH:21]2)[cH:6][cH:7][c:8]1[O:9][CH3:10].[CH3:30][I:31].[K+:28].[K+:29].[O:32]=[CH:33][N:34]([CH3:35])[CH3:36]>>[CH3:1][O:2][c:3]1[cH:4][c:5]([CH:11]=[C:12]([C:13](=[O:14])[O:15][CH3:24])[c:16]2[cH:17][cH:18][c:19]([O:22][CH3:23])[cH:20][cH:21]2)[cH:6][cH:7][c:8]1[O:9][CH3:10]. Reactants: c1ccc(CNc2ccccc2C2CC2C2CC2)cc1, C1CCOC1. The product is Nc1ccccc1C1CC1C1CC1. RXN SMILES: [CH2:1]([c:2]1[cH:3][cH:4][cH:5][cH:6][cH:7]1)[NH:8][c:9]1[c:10]([CH:15]2[CH:16]([CH:18]3[CH2:19][CH2:20]3)[CH2:17]2)[cH:11][cH:12][cH:13][cH:14]1.[O:21]1[CH2:22][CH2:23][CH2:24][CH2:25]1>>[NH2:8][c:9]1[c:10]([CH:15]2[CH:16]([CH:18]3[CH2:19][CH2:20]3)[CH2:17]2)[cH:11][cH:12][cH:13][cH:14]1. Reactants: C#CCN1CCC(O)(C(F)(F)F)CC1, Nc1ccc(Oc2ccnc3cc(I)sc23)c(F)c1. The product is Nc1ccc(Oc2ccnc3cc(C#CCN4CCC(O)(C(F)(F)F)CC4)sc23)c(F)c1. Reaction SMILES: [CH2:1]([C:2]#[CH:3])[N:4]1[CH2:5][CH2:6][C:7]([OH:10])([C:11]([F:12])([F:13])[F:14])[CH2:8][CH2:9]1.[F:15][c:16]1[cH:17][c:18]([NH2:19])[cH:20][cH:21][c:22]1[O:23][c:24]1[c:25]2[c:26]([n:27][cH:28][cH:29]1)[cH:30][c:31]([I:33])[s:32]2>>[CH2:1]([C:2]#[C:3][c:31]1[cH:30][c:26]2[c:25]([c:24]([O:23][c:22]3[c:16]([F:15])[cH:17][c:18]([NH2:19])[cH:20][cH:21]3)[cH:29][cH:28][n:27]2)[s:32]1)[N:4]1[CH2:5][CH2:6][C:7]([OH:10])([C:11]([F:12])([F:13])[F:14])[CH2:8][CH2:9]1.